From a dataset of the Open Reaction Database (ORD), a public repository of structured organic reaction records. describe an organic reaction: reactants, conditions, products, and yield The reactants are N (ammonia), C(#N)[BH3-].[Na+] (sodium cyanoborohydride), OC1=C2C=CN(C2=CC=C1)CCO (4-hydroxy-1-N-(β-hydroxyethyl)indole), ice. Solvent: C(C)(=O)O (acetic acid). Run at time 30 minute. Yields the product OC1=C2CCN(C2=CC=C1)CCO (4-hydroxy-1-N-(β-hydroxyethyl)indoline). Yield: 86.6%. Reaction SMILES: C([BH3-])#N.[Na+].[OH:5][C:6]1[CH:14]=[CH:13][CH:12]=[C:11]2[C:7]=1[CH:8]=[CH:9][N:10]2[CH2:15][CH2:16][OH:17].N>C(O)(=O)C>[OH:5][C:6]1[CH:14]=[CH:13][CH:12]=[C:11]2[C:7]=1[CH2:8][CH2:9][N:10]2[CH2:15][CH2:16][OH:17] |f:0.1|. Procedure: 1.9 g of sodium cyanoborohydride were added to a solution of 8.85 g of 4-hydroxy-1-N-(β-hydroxyethyl)indole, obtained in the preceding stage, in 40 cm3 of acetic acid, the temperature being maintained below 30° C. After stirring for 30 minutes, the reaction mixture was poured onto 200 g of ice-cold water and the pH was neutralized to 7.5 by addition of 30% aqueous ammonia. The precipitate obtained was filtered off and dried. 7.75 g of 4-hydroxy-1-N-(β-hydroxyethyl)indoline were obtained, the mel... Reactants: Cl.CN(CCCN=C=NCC)C (1-(3-dimethylaminopropyl)-3-ethylcarbodiimide hydrochloride), COC=1C=C(C(=O)CCC(=O)O)C=CC1OC (3-(3,4-dimethoxybenzoyl)propionic acid), 3-hydroxy-3H-dihydrobenzo[d][1,2,3]triazin-4-one, C1(=C(C(=C(C(=C1F)F)F)N)F)N.Cl.Cl (dihydrochloride), C1[C@H]2N(CCN1)CCC2 ((S)-octahydro-pyrrolo[1,2-a]pyrazine), C(C)N(C(C)C)C(C)C (ethyldiisopropylamine). Solvent: C(C)(=O)OCC (ethyl acetate), ClCCl (dichloromethane), CN(C=O)C (N,N-dimethylformamide), CN(C=O)C (N,N-dimethylformamide). Run at temperature 0 celsius, time 25 minute. The product is COC=1C=C(C=CC1OC)C(CCC(=O)N1C[C@H]2N(CC1)CCC2)=O (1-(3,4-Dimethoxyphenyl)-4-((S)-hexahydropyrrolo[1,2-a]pyrazin-2-yl)butane-1,4-dione). RXN SMILES: Cl.CN(C)CCCN=C=NCC.[CH3:13][O:14][C:15]1[CH:16]=[C:17]([CH:25]=[CH:26][C:27]=1[O:28][CH3:29])[C:18]([CH2:20][CH2:21][C:22]([OH:24])=O)=[O:19].C1(N)C(F)=C(F)C(F)=C(N)C=1F.Cl.Cl.[CH2:44]1[NH:49][CH2:48][CH2:47][N:46]2[CH2:50][CH2:51][CH2:52][C@@H:45]12.C(N(C(C)C)C(C)C)C>ClCCl.CN(C)C=O.C(OCC)(=O)C>[CH3:13][O:14][C:15]1[CH:16]=[C:17]([C:18](=[O:19])[CH2:20][CH2:21][C:22]([N:49]2[CH2:48][CH2:47][N:46]3[CH2:50][CH2:51][CH2:52][C@H:45]3[CH2:44]2)=[O:24])[CH:25]=[CH:26][C:27]=1[O:28][CH3:29] |f:0.1,3.4.5|. Reported procedure: At 0° C., 1-(3-dimethylaminopropyl)-3-ethylcarbodiimide hydrochloride (479 mg, 2.5 mmol) was added to a solution of 3-(3,4-dimethoxybenzoyl)propionic acid (596 mg, 2.5 mmol) and 3-hydroxy-3H-dihydrobenzo[d][1,2,3]triazin-4-one (408 mg, 2.5 mmol) in a mixture of dichloromethane (10 ml) and N,N-dimethylformamide (10 ml). The reaction mixture was stirred for 25 min at 0° C. A solution of the crude dihydrochloride salt of (S)-octahydro-pyrrolo[1,2-a]pyrazine in N,N-dimethylformamide (4 ml) and ethyl... Reactants: C(C)OC(=O)C=1C(C=2C=C3C(=NC2N(C1)C)C(=C(C(=C3)F)F)F)=O (3-ethoxycarbonyl-7,8,9-trifluoro-1-methyl-4-oxo-1,4-dihydrobenzo-[b][1,8]naphthyridine). The solvent is Cl (hydrochloric acid), C(C)(=O)O (acetic acid). Run at temperature 100 celsius, time 3 hour. Product: FC1=CC=2C(=NC=3N(C=C(C(C3C2)=O)C(=O)O)C)C(=C1F)F (7,8,9-trifluoro-1-methyl-4-oxo-1,4-dihydrobenzo[b][1,8]naphthyridine-3carboxylic acid). The yield is 93.0%. Reaction SMILES: C([O:3][C:4]([C:6]1[C:7](=[O:24])[C:8]2[CH:9]=[C:10]3[CH:20]=[C:19]([F:21])[C:18]([F:22])=[C:17]([F:23])[C:11]3=[N:12][C:13]=2[N:14]([CH3:16])[CH:15]=1)=[O:5])C>Cl.C(O)(=O)C>[F:21][C:19]1[C:18]([F:22])=[C:17]([F:23])[C:11]2=[N:12][C:13]3[N:14]([CH3:16])[CH:15]=[C:6]([C:4]([OH:5])=[O:3])[C:7](=[O:24])[C:8]=3[CH:9]=[C:10]2[CH:20]=1. Reported procedure: A suspension of 0.88 g of 3-ethoxycarbonyl-7,8,9-trifluoro-1-methyl-4-oxo-1,4-dihydrobenzo-[b][1,8]naphthyridine in a mixture of 10 cm3 of 17.5% aqueous hydrochloric acid solution and 10 cm3 of acetic acid is heated with stirring to a temperature in the region of 100° C. for 3 hours. After cooling to approximately 20° C., the product is drained and washed with 3 times 10 cm3 of water. 0.75 g of 7,8,9-trifluoro-1-methyl-4-oxo-1,4-dihydrobenzo[b][1,8]naphthyridine-3carboxylic acid is obtained in t... Conditions: time 0.5 hour. Run in N1=CC=CC2=CC=CC=C12 (quinoline). Isolated yield 73.2%. Procedure: To a solution of 3-(4-(aminosulfonyl)phenyl)-2-(4-fluorophenyl)thiophene-2-carboxylic acid (0.280 g) in quinoline (4.0 mL) was added Cu bronze (0.300 g). After 0.5 h at 180° C. under nitrogen, the reaction mixture was extracted with EtOAc and HCl 3N, dried over Na2SO4 and purified by flash chromatography (30% EtOAc in hexane) to give the title compound as a white solid (0.180 g). Reactants: NS(=O)(=O)C1=CC=C(C=C1)C1C(SC=C1)(C(=O)O)C1=CC=C(C=C1)F (3-(4-(aminosulfonyl)phenyl)-2-(4-fluorophenyl)thiophene-2-carboxylic acid), Cu bronze. RXN SMILES: [NH2:1][S:2]([C:5]1[CH:10]=[CH:9][C:8]([CH:11]2[CH:15]=[CH:14][S:13][C:12]2([C:19]2[CH:24]=[CH:23][C:22]([F:25])=[CH:21][CH:20]=2)C(O)=O)=[CH:7][CH:6]=1)(=[O:4])=[O:3]>N1C2C(=CC=CC=2)C=CC=1>[NH2:1][S:2]([C:5]1[CH:6]=[CH:7][C:8]([C:11]2[CH:15]=[CH:14][S:13][C:12]=2[C:19]2[CH:24]=[CH:23][C:22]([F:25])=[CH:21][CH:20]=2)=[CH:9][CH:10]=1)(=[O:3])=[O:4]. The product is NS(=O)(=O)C1=CC=C(C=C1)C1=C(SC=C1)C1=CC=C(C=C1)F (3-(4-(Aminosulfonyl)phenyl)-2-(4-fluorophenyl)thiophene). The reactants are C(C)(=O)OCC.CO (ethyl acetate methanol), C(=O)(O)COC1=CC=C(C=C1)CC(C)N(CC(C=1N=C(SC1)C(F)(F)F)O)CCO (N-[2-(4-carboxymethoxyphenyl)-1-methylethyl]-N-(2-hydroxyethyl)-2-hydroxy-2-(2-trifluoromethyl-thiazol-4-yl)-ethanamine), B#B (diborane). The solvent is O1CCCC1 (tetrahydrofuran), O1CCCC1 (tetrahydrofuran). Product: OCCOC1=CC=C(C=C1)CC(C)N(CC(C=1N=C(SC1)C(F)(F)F)O)CCO (N-[2-(4-(2-Hydroxyethoxy)-phenyl)-1-methylethyl]-N-(2-hydroxyethyl)-2-hydroxy-2-(2-trifluoromethyl-thiazol-4-yl)ethanamine). Reaction SMILES: [C:1]([CH2:4][O:5][C:6]1[CH:11]=[CH:10][C:9]([CH2:12][CH:13]([N:15]([CH2:28][CH2:29][OH:30])[CH2:16][CH:17]([OH:27])[C:18]2[N:19]=[C:20]([C:23]([F:26])([F:25])[F:24])[S:21][CH:22]=2)[CH3:14])=[CH:8][CH:7]=1)(O)=[O:2].B#B.C(OCC)(=O)C.CO>O1CCCC1>[OH:2][CH2:1][CH2:4][O:5][C:6]1[CH:7]=[CH:8][C:9]([CH2:12][CH:13]([N:15]([CH2:28][CH2:29][OH:30])[CH2:16][CH:17]([OH:27])[C:18]2[N:19]=[C:20]([C:23]([F:25])([F:24])[F:26])[S:21][CH:22]=2)[CH3:14])=[CH:10][CH:11]=1 |f:2.3|. Procedure: Prepared by analogy to Example 71 by reaction of N-[2-(4-carboxymethoxyphenyl)-1-methylethyl]-N-(2-hydroxyethyl)-2-hydroxy-2-(2-trifluoromethyl-thiazol-4-yl)-ethanamine in tetrahydrofuran with diborane in tetrahydrofuran and purification of the base on a silica gel column using an ethyl acetate/methanol=20:1 as eluant. The reactants are C(C=O)(=O)O (glyoxylic acid), C([O-])(O)=O.[Na+] (sodium bicarbonate), OC(CCC(CCC(S(=O)(=O)[O-])O)[N+](=O)[O-])S(=O)(=O)[O-].[Na+].[Na+] (sodium 1,7-dihydroxy-4-nitro-heptane-1,7-disulfonate). The solvent is O (water), C(Cl)Cl (methylene chloride). Reaction conditions: time 45 minute. Product: [N+](=O)([O-])C(CCC=O)CCC=O (4-Nitro-heptanedial). As a reaction SMILES: [OH:1][CH:2](S([O-])(=O)=O)[CH2:3][CH2:4][CH:5]([N+:14]([O-:16])=[O:15])[CH2:6][CH2:7][CH:8]([OH:13])S([O-])(=O)=O.[Na+].[Na+].C(O)(=O)C=O.C(=O)(O)[O-].[Na+]>C(Cl)Cl.O>[N+:14]([CH:5]([CH2:4][CH2:3][CH:2]=[O:1])[CH2:6][CH2:7][CH:8]=[O:13])([O-:16])=[O:15] |f:0.1.2,4.5|. Procedure: To a suspension of sodium 1,7-dihydroxy-4-nitro-heptane-1,7-disulfonate, 9, (219 g, 0.57 mol) in methylene chloride (1.6 L) was added a solution of glyoxylic acid (160 g, 1.7 mol) and sodium bicarbonate (150 g, 1.78 mol) in water (2 L). The resulting mixture was stirred at room temperature for 30 to 60 minutes until all solids were dissolved. The organic layer was split and the aqueous layer was extracted with methylene chloride twice (2×400 ml). Combined extracts were then concentrated to give ... Starting materials: [H-].[Al+3].[Li+].[H-].[H-].[H-] (lithium aluminum hydride), amide, COC=1C=C2CCN(CC2=CC1)C(CCCCCCC)=O (6-Methoxy-2-capryloyl-1,2,3,4-tetrahydroisoquinoline), O (water). The solvent is C(C)OCC (diethyl ether), C(C)OCC (diethyl ether). Product: COC=1C=C2CCN(CC2=CC1)CCCCCCCC (6-Methoxy-2-n-octyl-1,2,3,4-tetrahydroisoquinoline). As a reaction SMILES: [CH3:1][O:2][C:3]1[CH:4]=[C:5]2[C:10](=[CH:11][CH:12]=1)[CH2:9][N:8]([C:13](=O)[CH2:14][CH2:15][CH2:16][CH2:17][CH2:18][CH2:19][CH3:20])[CH2:7][CH2:6]2.[H-].[Al+3].[Li+].[H-].[H-].[H-].O>C(OCC)C>[CH3:1][O:2][C:3]1[CH:4]=[C:5]2[C:10](=[CH:11][CH:12]=1)[CH2:9][N:8]([CH2:13][CH2:14][CH2:15][CH2:16][CH2:17][CH2:18][CH2:19][CH3:20])[CH2:7][CH2:6]2 |f:1.2.3.4.5.6|. Procedure details: The amide prepared under (a) is dissolved in 50 ml of dry diethyl ether and added dropwise to a suspension of 1.0 g of lithium aluminum hydride in 100 ml of dry diethyl ether. The mixture is then heated under reflux for 3 hours, 5 ml of water is added cautiously to cause decomposition, with cooling, and inorganic material is filtered off. The oil remaining after removal of the solvent in vacuo is reac-ted further without purification. Reactants: CCO, CCOC(=O)c1c(C)nc(-c2ccccc2)nc1-c1ccccc1Cl, Cl, [K+], [OH-]. Product: Cc1nc(-c2ccccc2)nc(-c2ccccc2Cl)c1C(=O)O. Reaction SMILES: [CH3:29][CH2:30][OH:31].[Cl:1][c:2]1[c:3](-[c:8]2[n:9][c:10](-[c:20]3[cH:21][cH:22][cH:23][cH:24][cH:25]3)[n:11][c:12]([CH3:19])[c:13]2[C:14](=[O:15])[O:16][CH2:17][CH3:18])[cH:4][cH:5][cH:6][cH:7]1.[ClH:28].[K+:27].[OH-:26]>>[Cl:1][c:2]1[c:3](-[c:8]2[n:9][c:10](-[c:20]3[cH:21][cH:22][cH:23][cH:24][cH:25]3)[n:11][c:12]([CH3:19])[c:13]2[C:14](=[O:15])[OH:16])[cH:4][cH:5][cH:6][cH:7]1. Starting materials: 2-bromide, 4-bromide, 2-bromide, C(CCC)[Li] (n-butyllithium), CCCCCC (hexane), [Cl-].[NH4+] (ammonium chloride), BrC1=C(C=CC(=C1)Br)C(OC)OC(C)C (2,4-dibromo-1-(1-methoxy-1-methylethoxymethyl)benzene), 4-bromide. The solvent is C(C)(C)(C)OC (t-butylmethyl ether), C1(=CC=CC=C1)C (toluene). Product: BrC1=C(C=CC=C1)C(OC)OC(C)C (2-Bromo-1-(1-methoxy-1-methylethoxymethyl)benzene). RXN SMILES: [Br:1][C:2]1[CH:7]=[C:6](Br)[CH:5]=[CH:4][C:3]=1[CH:9]([O:12][CH:13]([CH3:15])[CH3:14])[O:10][CH3:11].C([Li])CCC.CCCCCC.[Cl-].[NH4+]>C1(C)C=CC=CC=1.C(OC)(C)(C)C>[Br:1][C:2]1[CH:7]=[CH:6][CH:5]=[CH:4][C:3]=1[CH:9]([O:12][CH:13]([CH3:15])[CH3:14])[O:10][CH3:11] |f:3.4|. Procedure details: Condition 4: Under a nitrogen atmosphere, 2,4-dibromo-1-(1-methoxy-1-methylethoxymethyl)benzene (500 mg, 1.48 mmol) was dissolved in toluene (3.65 ml) and t-butylmethyl ether (0.35 ml). To the solution was added dropwise n-butyllithium in hexane (1.6 M, 1.01 ml, 1.62 mmol) at 0° C. over 30 minutes. After completion of the addition, a saturated aqueous solution of ammonium chloride was added thereto, and the mixture was extracted with ethyl acetate. The organic layer was washed with a saturated a... Procedure: A solution of N-(4′-bromo-5′-methyl-2′-nitrophenyl)glycine sodium salt (0.200 g, 0.692 mmol, as prepared above) and tin (II) chloride dihydrate (0.468 g, 2.07 mmol, Aldrich, used as received) in ethanol (2.0 mL) was refluxed for 30 min. It was then cooled to room temperature. The precipitated solid was filtered and dried under vacuum to yield 0.064 g (38%) of the title compound as a yellow powder; 1NMR (DMSO-d6): δ 2.130 (s, 3H), 3.674 (s, 21), 6.120 (s, 1H), 6.583 (s, 1H), 6.868 (s, 1H), 10.284... The solvent is C(C)O (ethanol). Yields the product BrC1=C(C=C2NCC(NC2=C1)=O)C (7-Bromo-3,4-dihydro-6-methylquinoxaline-2(1H)-one). The reactants are [Na+].BrC1=CC(=C(C=C1C)NCC(=O)[O-])[N+](=O)[O-] (N-(4′-bromo-5′-methyl-2′-nitrophenyl)glycine sodium salt), O.O.[Sn](Cl)Cl (tin (II) chloride dihydrate). The yield is 38.4%. Reaction SMILES: [Na+].[Br:2][C:3]1[C:8]([CH3:9])=[CH:7][C:6]([NH:10][CH2:11][C:12]([O-])=[O:13])=[C:5]([N+:15]([O-])=O)[CH:4]=1.O.O.[Sn](Cl)Cl>C(O)C>[Br:2][C:3]1[CH:4]=[C:5]2[C:6]([NH:10][CH2:11][C:12](=[O:13])[NH:15]2)=[CH:7][C:8]=1[CH3:9] |f:0.1,2.3.4|.